Dataset: the Open Reaction Database (ORD), a public repository of structured organic reaction records. Task: describe an organic reaction: reactants, conditions, products, and yield The reactants are O=C(O)c1nc(-c2ccccc2Br)oc1C(F)(F)F, COCCN(C)c1ccc(N)cn1. The product is COCCN(C)c1ccc(NC(=O)c2nc(-c3ccccc3Br)oc2C(F)(F)F)cn1. As a reaction SMILES: [Br:1][c:2]1[c:3](-[c:8]2[o:9][c:10]([C:16]([F:17])([F:18])[F:19])[c:11]([C:13](=[O:14])[OH:15])[n:12]2)[cH:4][cH:5][cH:6][cH:7]1.[CH3:20][O:21][CH2:22][CH2:23][N:24]([c:25]1[n:26][cH:27][c:28]([NH2:31])[cH:29][cH:30]1)[CH3:32]>>[Br:1][c:2]1[c:3](-[c:8]2[o:9][c:10]([C:16]([F:17])([F:18])[F:19])[c:11]([C:13](=[O:15])[NH:31][c:28]3[cH:27][n:26][c:25]([N:24]([CH2:23][CH2:22][O:21][CH3:20])[CH3:32])[cH:30][cH:29]3)[n:12]2)[cH:4][cH:5][cH:6][cH:7]1.